This data is from the Open Reaction Database (ORD), a public repository of structured organic reaction records. The task is: describe an organic reaction: reactants, conditions, products, and yield Starting materials: CCOP(=O)(CCCCc1ccccc1)CN(C)C(=O)N1CCCC1C(=O)O, C[Si](C)(C)Br, ClCCl. The product is CN(CP(=O)(O)CCCCc1ccccc1)C(=O)N1CCCC1C(=O)O. Reaction SMILES: [CH3:1][N:2]([C:3](=[O:4])[N:5]1[CH:6]([C:7](=[O:8])[OH:9])[CH2:10][CH2:11][CH2:12]1)[CH2:13][P:14](=[O:15])([CH2:16][CH2:17][CH2:18][CH2:19][c:20]1[cH:21][cH:22][cH:23][cH:24][cH:25]1)[O:26][CH2:27][CH3:28].[CH3:29][Si:30]([Br:31])([CH3:32])[CH3:33].[Cl:34][CH2:35][Cl:36]>>[CH3:1][N:2]([C:3](=[O:4])[N:5]1[CH:6]([C:7](=[O:8])[OH:9])[CH2:10][CH2:11][CH2:12]1)[CH2:13][P:14](=[O:15])([CH2:16][CH2:17][CH2:18][CH2:19][c:20]1[cH:21][cH:22][cH:23][cH:24][cH:25]1)[OH:26]. The reactants are C(=O)(OCC)NC=1C=CC2=C(N(C3=C(C=C2)C=CC=C3)C(C(C)Br)=O)C1 (3-Carbethoxyamino-5-(α-bromopropionyl)-5H-dibenz[b,f]-azepine), CN (methylamine). Solvent: C(C)O (ethanol). Reaction conditions: temperature 4 celsius. Yields the product C(=O)(OCC)NC=1C=CC2=C(N(C3=C(C=C2)C=CC=C3)C(C(C)NC)=O)C1 (3-Carbethoxyamino-5-(α-methylaminopropionyl)-5H-dibenz[b,f]azepine). Reaction SMILES: [C:1]([NH:6][C:7]1[CH:8]=[CH:9][C:10]2[CH:16]=[CH:15][C:14]3[CH:17]=[CH:18][CH:19]=[CH:20][C:13]=3[N:12]([C:21](=[O:25])[CH:22](Br)[CH3:23])[C:11]=2[CH:26]=1)([O:3][CH2:4][CH3:5])=[O:2].[CH3:27][NH2:28]>C(O)C>[C:1]([NH:6][C:7]1[CH:8]=[CH:9][C:10]2[CH:16]=[CH:15][C:14]3[CH:17]=[CH:18][CH:19]=[CH:20][C:13]=3[N:12]([C:21](=[O:25])[CH:22]([NH:28][CH3:27])[CH3:23])[C:11]=2[CH:26]=1)([O:3][CH2:4][CH3:5])=[O:2]. Reported procedure: 3-Carbethoxyamino-5-(α-bromopropionyl)-5H-dibenz[b,f]-azepine (10 g) is mixed with 15 ml of approximately 35% aqueous methylamine solution and 75 ml of ethanol and heated in a laboratory autoclave for 12 hours at 90° to 95° C. After cooling to 4° C., the formed precipitate is filtered off with suction, mixed with 50 ml of acetone and then, again filtered off with suction and dried. 3-Carbethoxyamino-5-(α-methylaminopropionyl)-5H-dibenz[b,f]azepine (7 g) is obtained, which can be purified by bein... Reaction conditions: temperature 100 celsius, time 72 hour. The reagents and catalysts are C=1C=CC(=CC1)/C=C/C(=O)/C=C/C2=CC=CC=C2.C=1C=CC(=CC1)/C=C/C(=O)/C=C/C2=CC=CC=C2.C=1C=CC(=CC1)/C=C/C(=O)/C=C/C2=CC=CC=C2.[Pd].[Pd] (Pd2(dba)3). Run in CCOC(=O)C.O (EtOAc water), O1CCOCC1 (1,4-dioxane). Product: ClC1=C(C(=O)C=2C=C(C(=O)NCCO)C=CC2C)C=CC(=C1)NC1=C(C=C(C=C1)F)C (3-[2-Chloro-4-(4-fluoro-2-methylphenylamino)benzoyl]-N-(2-hydroxyethyl)-4-methylbenzamide). Procedure details: 2-Bromo-5-fluorotoluene (8 μL, 0.11 mmol) was dissolved in 1 mL dry 1,4-dioxane in a vial under an argon atmosphere. Compound 430 (42 mg, 0.09 mmol) was added and dissolved in the solvent. Rac-BINAP (2.1 mg, 0.003 mmol), Pd2(dba)3 (2.0 mg, 0.002 mmol) and Cs2CO3 (41 mg, 0.13 mmol) were added, and the reaction mixture was stirred under an argon atmosphere at 100° C. for 72 h. The reaction mixture was filtered and then dissolved in THF (1.00 mL). Tetrabutylammonium fluoride trihydrate (37 mg, 0.12... RXN SMILES: Br[C:2]1[CH:7]=[CH:6][C:5]([F:8])=[CH:4][C:3]=1[CH3:9].[NH2:10][C:11]1[CH:38]=[CH:37][C:14]([C:15]([C:17]2[CH:18]=[C:19]([CH:33]=[CH:34][C:35]=2[CH3:36])[C:20]([NH:22][CH2:23][CH2:24][O:25][Si](C(C)(C)C)(C)C)=[O:21])=[O:16])=[C:13]([Cl:39])[CH:12]=1.C1C=CC(P(C2C=CC3C(=CC=CC=3)C=2C2C3C(=CC=CC=3)C=CC=2P(C2C=CC=CC=2)C2C=CC=CC=2)C2C=CC=CC=2)=CC=1.C([O-])([O-])=O.[Cs+].[Cs+].O.O.O.[F-].C([N+](CCCC)(CCCC)CCCC)CCC>O1CCOCC1.C1C=CC(/C=C/C(/C=C/C2C=CC=CC=2)=O)=CC=1.C1C=CC(/C=C/C(/C=C/C2C=CC=CC=2)=O)=CC=1.C1C=CC(/C=C/C(/C=C/C2C=CC=CC=2)=O)=CC=1.[Pd].[Pd].CCOC(C)=O.O>[Cl:39][C:13]1[CH:12]=[C:11]([NH:10][C:2]2[CH:7]=[CH:6][C:5]([F:8])=[CH:4][C:3]=2[CH3:9])[CH:38]=[CH:37][C:14]=1[C:15]([C:17]1[CH:18]=[C:19]([CH:33]=[CH:34][C:35]=1[CH3:36])[C:20]([NH:22][CH2:23][CH2:24][OH:25])=[O:21])=[O:16] |f:3.4.5,6.7.8.9.10,12.13.14.15.16,17.18|. Reactants: O.O.O.[F-].C(CCC)[N+](CCCC)(CCCC)CCCC (Tetrabutylammonium fluoride trihydrate), BrC1=C(C=C(C=C1)F)C (2-Bromo-5-fluorotoluene), NC1=CC(=C(C(=O)C=2C=C(C(=O)NCCO[Si](C)(C)C(C)(C)C)C=CC2C)C=C1)Cl (3-(4-Amino-2-chlorobenzoyl)-N-[2-(tert-butyldimethylsilanyloxy)ethyl]-4-methylbenzamide), C1=CC=C(C=C1)P(C2=CC=CC=C2)C3=C(C4=CC=CC=C4C=C3)C5=C(C=CC6=CC=CC=C65)P(C7=CC=CC=C7)C8=CC=CC=C8 (Rac-BINAP), C(=O)([O-])[O-].[Cs+].[Cs+] (Cs2CO3). Product: BrC=1C=CC=2N(C3=CC=CC=C3SC2C1)C1CCN(CC1)CC1=NC=CC=C1 (3-Bromo-10-(1-pyridin-2-ylmethyl-piperidin-4-yl)-10H-phenothiazine). RXN SMILES: [Br:1][C:2]1[CH:3]=[CH:4][C:5]2[N:6]([CH:16]3[CH2:21][CH2:20][NH:19][CH2:18][CH2:17]3)[C:7]3[C:12]([S:13][C:14]=2[CH:15]=1)=[CH:11][CH:10]=[CH:9][CH:8]=3.[CH:22]1[CH:27]=[C:26]([CH:28]=O)[N:25]=[CH:24][CH:23]=1.C(O)(=O)C.C(O[BH-](OC(=O)C)OC(=O)C)(=O)C.[Na+]>ClC(Cl)C.CN(C=O)C>[Br:1][C:2]1[CH:3]=[CH:4][C:5]2[N:6]([CH:16]3[CH2:21][CH2:20][N:19]([CH2:28][C:26]4[CH:27]=[CH:22][CH:23]=[CH:24][N:25]=4)[CH2:18][CH2:17]3)[C:7]3[C:12]([S:13][C:14]=2[CH:15]=1)=[CH:11][CH:10]=[CH:9][CH:8]=3 |f:3.4|. The reactants are C(C)(=O)O[BH-](OC(C)=O)OC(C)=O.[Na+] (sodium triacetoxyborohydride), BrC=1C=CC=2N(C3=CC=CC=C3SC2C1)C1CCNCC1 (3-bromo-10-piperidin-4-yl-10H-phenothiazine), BrC=1C=CC=2N(C3=CC=CC=C3SC2C1)C1CCNCC1 (3-Bromo-10-piperidin-4-yl-10H-phenothiazine), C1=CC=NC(=C1)C=O (2-pyridyl carboxaldehyde), C(C)(=O)O (acetic acid). Run in ClC(C)Cl (dichloroethane), CN(C)C=O (DMF). Procedure details: To a solution of 3-bromo-10-piperidin-4-yl-10H-phenothiazine, 5e (10.5 mg; 0.029 mmol) and 2-pyridyl carboxaldehyde (9.3 mg; 0.087 mmol) in dichloroethane (120 μL) was added acetic acid (5 μL) and a solution of sodium triacetoxyborohydride (12 mg, 0.057 mmol) in DMF (100 μL). The mixture was stirred at rt for 18 h, quenched with water (50 μL), and lyophilized. The thus obtained crude 3-bromo-10-(1-pyridin-2-ylmethyl-piperidin-4-yl)-10H-phenothiazine, 1f was used as such for the next reaction. Reaction conditions: time 18 hour.